From a dataset of the Open Reaction Database (ORD), a public repository of structured organic reaction records. describe an organic reaction: reactants, conditions, products, and yield Procedure: [2-benzylsulfanyl-6-(4-trifluoromethyl-phenyl)-pyrimidin-4-ylmethyl]-carbamic acid tert-butyl ester was diluted with 4N HCl in dioxane (20 mL) at rt. After 30 min. the mixture was concentrated and the resulting solid was used without further purification. MS (ESI): mass calcd. for C19H16F3N3S, 373.2; m/z found, 374.2 [M+H]+. Reactants: C(C)(C)(C)OC(NCC1=NC(=NC(=C1)C1=CC=C(C=C1)C(F)(F)F)SCC1=CC=CC=C1)=O ([2-benzylsulfanyl-6-(4-trifluoromethyl-phenyl)-pyrimidin-4-ylmethyl]-carbamic acid tert-butyl ester). RXN SMILES: C(OC(=O)[NH:7][CH2:8][C:9]1[CH:14]=[C:13]([C:15]2[CH:20]=[CH:19][C:18]([C:21]([F:24])([F:23])[F:22])=[CH:17][CH:16]=2)[N:12]=[C:11]([S:25][CH2:26][C:27]2[CH:32]=[CH:31][CH:30]=[CH:29][CH:28]=2)[N:10]=1)(C)(C)C>Cl.O1CCOCC1>[CH2:26]([S:25][C:11]1[N:10]=[C:9]([CH2:8][NH2:7])[CH:14]=[C:13]([C:15]2[CH:20]=[CH:19][C:18]([C:21]([F:23])([F:24])[F:22])=[CH:17][CH:16]=2)[N:12]=1)[C:27]1[CH:32]=[CH:31][CH:30]=[CH:29][CH:28]=1. Run in Cl (HCl), O1CCOCC1 (dioxane). Product: C(C1=CC=CC=C1)SC1=NC(=CC(=N1)CN)C1=CC=C(C=C1)C(F)(F)F (C-[2-Benzylsulfanyl-6-(4-trifluoromethyl-phenyl)-pyrimidin-4-yl]-methylamine). Run in C(C)N(CC)CC (triethylamine). Yields the product FC(OC1=CC=C(C=C1)C#CC1=CC=C(C=C1)[C@@H]1CC[C@H](CC1)CCCCC)F (4-Difluoromethoxy-4'-(trans-4-pentylcyclohexyl)-tolan). Conditions: time 3 hour. Procedure: A solution of 15.3 g of 4-(trans-4-pentylcyclohexyl)phenylacetylene (available from the acetophenone by dehydration, using PCl5 /KOT), 16.2 g of difluoromethoxy-4-iodobenzene, 100 ml of triethylamine, 0.085 g of bis(triphenylphosphine)dichloropalladium and 0.11 g of copper(I) iodide is stirred at room temperature for 3 hours. The cloudy mixture is stirred into dilute hydrochloric acid (500 ml of water +200 ml of 37% hydrochloric acid), extracted with t-butyl methyl ether and worked up as usual. ... Reaction SMILES: [CH2:1]([C@H:6]1[CH2:11][CH2:10][C@H:9]([C:12]2[CH:17]=[CH:16][C:15]([C:18]#[CH:19])=[CH:14][CH:13]=2)[CH2:8][CH2:7]1)[CH2:2][CH2:3][CH2:4][CH3:5].C(C1C=CC=CC=1)(=O)C.P(Cl)(Cl)(Cl)(Cl)Cl.[F:35][CH:36]([F:45])[O:37][C:38]1[CH:43]=[CH:42][C:41](I)=[CH:40][CH:39]=1.Cl>Cl[Pd](Cl)([P](C1C=CC=CC=1)(C1C=CC=CC=1)C1C=CC=CC=1)[P](C1C=CC=CC=1)(C1C=CC=CC=1)C1C=CC=CC=1.[Cu]I.C(N(CC)CC)C>[F:35][CH:36]([F:45])[O:37][C:38]1[CH:43]=[CH:42][C:41]([C:19]#[C:18][C:15]2[CH:14]=[CH:13][C:12]([C@H:9]3[CH2:8][CH2:7][C@H:6]([CH2:1][CH2:2][CH2:3][CH2:4][CH3:5])[CH2:11][CH2:10]3)=[CH:17][CH:16]=2)=[CH:40][CH:39]=1 |^1:49,68|. The reagents and catalysts are [Cu]I (copper(I) iodide), Cl[Pd]([P](C1=CC=CC=C1)(C2=CC=CC=C2)C3=CC=CC=C3)([P](C4=CC=CC=C4)(C5=CC=CC=C5)C6=CC=CC=C6)Cl (bis(triphenylphosphine)dichloropalladium). Reactants: C(CCCC)[C@@H]1CC[C@H](CC1)C1=CC=C(C=C1)C#C (4-(trans-4-pentylcyclohexyl)phenylacetylene), Cl (hydrochloric acid), FC(OC1=CC=C(C=C1)I)F (difluoromethoxy-4-iodobenzene), C(C)(=O)C1=CC=CC=C1 (acetophenone), P(Cl)(Cl)(Cl)(Cl)Cl (PCl5). The reactants are OBO, CN(C=O)c1ccc(Br)cc1, COc1ccccc1CNC1CCC(N(C)C(=O)OC(C)(C)C)CC1. Product: COc1ccc(-c2ccc(N(C)C=O)cc2)cc1CNC1CCC(N(C)C(=O)OC(C)(C)C)CC1. Reaction SMILES: [BH:1]([OH:2])[OH:3].[Br:29][c:30]1[cH:31][cH:32][c:33]([N:36]([CH:37]=[O:38])[CH3:39])[cH:34][cH:35]1.[C:4](=[O:5])([O:6][C:7]([CH3:8])([CH3:9])[CH3:10])[N:11]([CH:12]1[CH2:13][CH2:14][CH:15]([NH:18][CH2:19][c:20]2[cH:21][cH:22][cH:23][cH:24][c:25]2[O:26][CH3:27])[CH2:16][CH2:17]1)[CH3:28]>>[C:4](=[O:5])([O:6][C:7]([CH3:8])([CH3:9])[CH3:10])[N:11]([CH:12]1[CH2:13][CH2:14][CH:15]([NH:18][CH2:19][c:20]2[cH:21][c:22](-[c:30]3[cH:31][cH:32][c:33]([N:36]([CH:37]=[O:38])[CH3:39])[cH:34][cH:35]3)[cH:23][cH:24][c:25]2[O:26][CH3:27])[CH2:16][CH2:17]1)[CH3:28]. Starting materials: CCCc1ccc2c(Cl)ccnc2n1, CC(=O)Nc1ccc(Sc2ccc(C(F)(F)F)cc2N)cc1. Product: CCCc1ccc2c(Nc3cc(C(F)(F)F)ccc3Sc3ccc(NC(C)=O)cc3)ccnc2n1. RXN SMILES: [Cl:1][c:2]1[c:3]2[cH:4][cH:5][c:6]([CH2:12][CH2:13][CH3:14])[n:7][c:8]2[n:9][cH:10][cH:11]1.[NH2:15][c:16]1[c:17]([S:26][c:27]2[cH:28][cH:29][c:30]([NH:33][C:34]([CH3:35])=[O:36])[cH:31][cH:32]2)[cH:18][cH:19][c:20]([C:22]([F:23])([F:24])[F:25])[cH:21]1>>[c:2]1([NH:15][c:16]2[c:17]([S:26][c:27]3[cH:28][cH:29][c:30]([NH:33][C:34]([CH3:35])=[O:36])[cH:31][cH:32]3)[cH:18][cH:19][c:20]([C:22]([F:23])([F:24])[F:25])[cH:21]2)[c:3]2[cH:4][cH:5][c:6]([CH2:12][CH2:13][CH3:14])[n:7][c:8]2[n:9][cH:10][cH:11]1. RXN SMILES: [CH3:13][S:14](=[O:15])(=[O:16])[NH2:17].[CH3:19][N:20]([CH3:21])[CH2:22][CH2:23][CH2:24][N:25]=[C:26]=[N:27][CH2:28][CH3:29].[CH3:33][N:34]([CH3:35])[c:36]1[cH:37][cH:38][n:39][cH:40][cH:41]1.[Cl:1][c:2]1[c:3]([CH3:12])[cH:4][c:5]([F:11])[c:6]([C:7](=[O:8])[OH:9])[cH:10]1.[Cl:30][CH2:31][Cl:32].[ClH:18]>>[Cl:1][c:2]1[c:3]([CH3:12])[cH:4][c:5]([F:11])[c:6]([C:7](=[O:8])[NH:17][S:14]([CH3:13])(=[O:15])=[O:16])[cH:10]1. The reactants are CS(N)(=O)=O, CCN=C=NCCCN(C)C, CN(C)c1ccncc1, Cc1cc(F)c(C(=O)O)cc1Cl, ClCCl, Cl. Product: Cc1cc(F)c(C(=O)NS(C)(=O)=O)cc1Cl.